This data is from the Open Reaction Database (ORD), a public repository of structured organic reaction records. The task is: describe an organic reaction: reactants, conditions, products, and yield Solvent: C(C)O (ethanol), O (water). As a reaction SMILES: Br[C:2]1[CH:7]=[CH:6][C:5]([N:8]2[C:12]([CH2:13][C@@H:14]3[CH2:18][CH2:17][N:16]([C:19]([CH:21]4[CH2:23][CH2:22]4)=[O:20])[CH2:15]3)=[N:11][NH:10][C:9]2=[O:24])=[CH:4][CH:3]=1.[N:25]1[CH:26]=[CH:27][N:28]2[CH:33]=[CH:32][C:31](B(O)O)=[CH:30][C:29]=12.P([O-])([O-])([O-])=O.[K+].[K+].[K+]>C(O)C.O.C1C=CC([P]([Pd]([P](C2C=CC=CC=2)(C2C=CC=CC=2)C2C=CC=CC=2)([P](C2C=CC=CC=2)(C2C=CC=CC=2)C2C=CC=CC=2)[P](C2C=CC=CC=2)(C2C=CC=CC=2)C2C=CC=CC=2)(C2C=CC=CC=2)C2C=CC=CC=2)=CC=1>[CH:21]1([C:19]([N:16]2[CH2:17][CH2:18][C@@H:14]([CH2:13][C:12]3[N:8]([C:5]4[CH:6]=[CH:7][C:2]([C:31]5[CH:32]=[CH:33][N:28]6[CH:27]=[CH:26][N:25]=[C:29]6[CH:30]=5)=[CH:3][CH:4]=4)[C:9](=[O:24])[NH:10][N:11]=3)[CH2:15]2)=[O:20])[CH2:23][CH2:22]1 |f:2.3.4.5,^1:52,54,73,92|. Starting materials: BrC1=CC=C(C=C1)N1C(NN=C1C[C@H]1CN(CC1)C(=O)C1CC1)=O (4-(4-bromophenyl)-5-{[(3S)-1-(cyclopropylcarbonyl)-3-pyrrolidinyl]methyl}-2,4-dihydro-3H-1,2,4-triazol-3-one), N=1C=CN2C1C=C(C=C2)B(O)O (imidazo[1,2-a]pyridin-7-ylboronic acid), P(=O)([O-])([O-])[O-].[K+].[K+].[K+] (tripotassium phosphate). Conditions: temperature 95 celsius. Procedure details: A vial was charged with a slurry of 4-(4-bromophenyl)-5-{[(3S)-1-(cyclopropylcarbonyl)-3-pyrrolidinyl]methyl}-2,4-dihydro-3H-1,2,4-triazol-3-one (100 mg, 0.256 mmol), imidazo[1,2-a]pyridin-7-ylboronic acid (83 mg, 0.511 mmol), tetrakis(triphenylphosphine)palladium(0) (29.5 mg, 0.026 mmol) and tripotassium phosphate (217 mg, 1.022 mmol) in absolute ethanol (5.0 mL) and water (5.00 mL) then purged with nitrogen and sealed with a standard teflon septa (crimped aluminum seal). The reaction was then ... Reagents/catalysts: C=1C=CC(=CC1)[P](C=2C=CC=CC2)(C=3C=CC=CC3)[Pd]([P](C=4C=CC=CC4)(C=5C=CC=CC5)C=6C=CC=CC6)([P](C=7C=CC=CC7)(C=8C=CC=CC8)C=9C=CC=CC9)[P](C=1C=CC=CC1)(C=1C=CC=CC1)C=1C=CC=CC1 (tetrakis(triphenylphosphine)palladium(0)). The product is C1(CC1)C(=O)N1C[C@@H](CC1)CC=1N(C(NN1)=O)C1=CC=C(C=C1)C1=CC=2N(C=C1)C=CN2 (5-{[(3S)-1-(cyclopropylcarbonyl)-3-pyrrolidinyl]methyl}-4-(4-imidazo[1,2-a]pyridin-7-ylphenyl)-2,4-dihydro-3H-1,2,4-triazol-3-one). Isolated yield 51.1%. Procedure details: The title compound was prepared in a manner similar to Example 3, beginning with 0.1 g of the aniline of Example 1 and 3,4-dimethoxybenzenesulfonyl chloride, and adding 0.2 mL of pyridine to the reaction mixture to yield 0.115 g (68%) of the title sulfonamide. The yield is 68.0%. As a reaction SMILES: [NH2:1][C:2]1[CH:3]=[CH:4][C:5]([O:13][C:14]2[CH:15]=[C:16]([Cl:20])[CH:17]=[N:18][CH:19]=2)=[C:6]([CH:12]=1)[C:7]([O:9][CH2:10][CH3:11])=[O:8].[CH3:21][O:22][C:23]1[CH:24]=[C:25]([S:31](Cl)(=[O:33])=[O:32])[CH:26]=[CH:27][C:28]=1[O:29][CH3:30]>N1C=CC=CC=1>[CH3:21][O:22][C:23]1[CH:24]=[C:25]([S:31]([NH:1][C:2]2[CH:3]=[CH:4][C:5]([O:13][C:14]3[CH:15]=[C:16]([Cl:20])[CH:17]=[N:18][CH:19]=3)=[C:6]([CH:12]=2)[C:7]([O:9][CH2:10][CH3:11])=[O:8])(=[O:32])=[O:33])[CH:26]=[CH:27][C:28]=1[O:29][CH3:30]. Solvent: N1=CC=CC=C1 (pyridine). Yields the product COC=1C=C(C=CC1OC)S(=O)(=O)NC=1C=CC(=C(C(=O)OCC)C1)OC=1C=C(C=NC1)Cl (ethyl 5-(3,4-dimethoxy-benzenesulfonamido)-2-(3-chloro-5-pyridyloxy)benzoate). The reactants are NC=1C=CC(=C(C(=O)OCC)C1)OC=1C=C(C=NC1)Cl (ethyl 5-amino-2-(3-chloro-5-pyridyloxy)benzoate), COC=1C=C(C=CC1OC)S(=O)(=O)Cl (3,4-dimethoxybenzenesulfonyl chloride).